From a dataset of the Open Reaction Database (ORD), a public repository of structured organic reaction records. describe an organic reaction: reactants, conditions, products, and yield The reactants are O=C([O-])O, CCOC(=O)N1c2ccc(C(F)(F)F)cc2C(Nc2ncc(NCC(CC)C(=O)OC(C)(C)C)c(Cc3cc(C(F)(F)F)cc(C(F)(F)F)c3)n2)CC1CC, CCOC(C)=O, Cl, [Na+]. Yields the product CCOC(=O)N1c2ccc(C(F)(F)F)cc2C(Nc2ncc(NCC(CC)C(=O)O)c(Cc3cc(C(F)(F)F)cc(C(F)(F)F)c3)n2)CC1CC. As a reaction SMILES: [C:56](=[O:57])([O-:58])[OH:59].[CH2:1]([CH3:2])[O:3][C:4](=[O:5])[N:6]1[CH:7]([CH2:54][CH3:55])[CH2:8][CH:9]([NH:20][c:21]2[n:22][cH:23][c:24]([NH:42][CH2:43][CH:44]([C:45](=[O:46])[O:47][C:48]([CH3:49])([CH3:50])[CH3:51])[CH2:52][CH3:53])[c:25]([CH2:27][c:28]3[cH:29][c:30]([C:38]([F:39])([F:40])[F:41])[cH:31][c:32]([C:34]([F:35])([F:36])[F:37])[cH:33]3)[n:26]2)[c:10]2[cH:11][c:12]([C:16]([F:17])([F:18])[F:19])[cH:13][cH:14][c:15]21.[CH3:62][CH2:63][O:64][C:65](=[O:66])[CH3:67].[ClH:61].[Na+:60]>>[CH2:1]([CH3:2])[O:3][C:4](=[O:5])[N:6]1[CH:7]([CH2:54][CH3:55])[CH2:8][CH:9]([NH:20][c:21]2[n:22][cH:23][c:24]([NH:42][CH2:43][CH:44]([C:45](=[O:46])[OH:47])[CH2:52][CH3:53])[c:25]([CH2:27][c:28]3[cH:29][c:30]([C:38]([F:39])([F:40])[F:41])[cH:31][c:32]([C:34]([F:35])([F:36])[F:37])[cH:33]3)[n:26]2)[c:10]2[cH:11][c:12]([C:16]([F:17])([F:18])[F:19])[cH:13][cH:14][c:15]21. Reactants: OCC(C(CC#N)=O)(C)C (5-hydroxy-4,4-dimethyl-3-oxopentanenitrile), ClNNC1=CC=CC=C1 (1-chloro-2-phenylhydrazine), C(C)O (ethanol). Reaction conditions: temperature 90 celsius. Product: NC1=CC(=NN1C1=CC=C(C=C1)C)C(CO)(C)C (2-(5-amino-1-p-tolyl-1H-pyrazol-3-yl)-2-methylpropan-1-ol). RXN SMILES: [OH:1][CH2:2][C:3]([CH3:10])([CH3:9])[C:4](=O)[CH2:5][C:6]#[N:7].Cl[NH:12][NH:13][C:14]1[CH:19]=[CH:18][CH:17]=[CH:16][CH:15]=1.[CH2:20](O)C>>[NH2:7][C:6]1[N:13]([C:14]2[CH:19]=[CH:18][C:17]([CH3:20])=[CH:16][CH:15]=2)[N:12]=[C:4]([C:3]([CH3:10])([CH3:9])[CH2:2][OH:1])[CH:5]=1. Procedure: 5-hydroxy-4,4-dimethyl-3-oxopentanenitrile (0.32 g, 2.27 mmol) and 1-chloro-2-phenylhydrazine (0.361 g, 2.49 mmol) were combined in ethanol and heated at 90° C. for 8 hours. The reaction was cooled and concentrated, and the residue was triturated with ethyl acetate. The solids were collected by filtration, triturated with acetone and rinsed to isolate 36 mg of the title compound as a pure white solid. MS M+1(246). Starting materials: O=C(n1ccnc1)n1ccnc1, CN(C)C=O, COC(=O)c1ccc(CN)cc1F. The product is COC(=O)c1ccc(CNC(=O)n2ccnc2)cc1F. As a reaction SMILES: [C:14](=[O:15])([n:16]1[cH:17][n:18][cH:19][cH:20]1)[n:21]1[cH:22][cH:23][n:24][cH:25]1.[CH:26]([N:27]([CH3:28])[CH3:29])=[O:30].[NH2:1][CH2:2][c:3]1[cH:4][c:5]([F:13])[c:6]([C:7](=[O:8])[O:9][CH3:10])[cH:11][cH:12]1>>[NH:1]([CH2:2][c:3]1[cH:4][c:5]([F:13])[c:6]([C:7](=[O:8])[O:9][CH3:10])[cH:11][cH:12]1)[C:14](=[O:15])[n:16]1[cH:17][n:18][cH:19][cH:20]1. The reactants are FC=1C=C(C=CC1N1CCOCC1)NC1=NC(=C2C(=N1)NN=C2)C=2C=C(C=CC2)NC(C=C)=O (N-(3-(6-((3-fluoro-4-morpholinophenyl)amino)-1H-pyrazolo[3,4-d]pyrimidin-4-yl)phenyl)acrylamide), O1CCCC=C1 (3,4-dihydro-2H-pyran), CC=1C=CC(=CC1)S(=O)(=O)O (p-TsOH), C(C=C)(=O)NC=1C=C(C=CC1)B(O)O ((3-acrylamidophenyl)boronic acid), II, ClC1=C2C(=NC(=N1)Cl)NN=C2 (4,6-dichloro-1H-pyrazolo[3,4-d]pyrimidine), ClC1=C2C(=NC(=N1)Cl)N(N=C2)C2OCCCC2 (4,6-dichloro-1-(tetrahydro-2H-pyran-2-yl)-1H-pyrazolo[3,4-d]pyrimidine). Run in C(Cl)Cl (methylene chloride), C1CCOC1 (THF). Conditions: time 13 hour. The product is ClC1=NC(=C2C(=N1)N(N=C2)C2OCCCC2)C=2C=C(C=CC2)NC(C=C)=O (N-(3-(6-chloro-1-(tetrahydro-2H-pyran-2-yl)-1H-pyrazolo[3,4-d]pyrimidin-4-yl)phenyl)acrylamide). RXN SMILES: FC1C=C(NC2N=C3NN=CC3=C([C:24]3[CH:25]=[C:26]([NH:30][C:31](=[O:34])[CH:32]=[CH2:33])[CH:27]=[CH:28][CH:29]=3)N=2)C=CC=1N1CCOCC1.ClC1N=C(Cl)N=C2NN=CC=12.O1C=CCCC1.CC1C=CC(S(O)(=O)=O)=CC=1.Cl[C:64]1[N:69]=[C:68]([Cl:70])[N:67]=[C:66]2[N:71]([CH:74]3[CH2:79][CH2:78][CH2:77][CH2:76][O:75]3)[N:72]=[CH:73][C:65]=12.C(NC1C=C(B(O)O)C=CC=1)(=O)C=C>C(Cl)Cl.C1COCC1>[Cl:70][C:68]1[N:67]=[C:66]2[N:71]([CH:74]3[CH2:79][CH2:78][CH2:77][CH2:76][O:75]3)[N:72]=[CH:73][C:65]2=[C:64]([C:28]2[CH:27]=[C:26]([NH:30][C:31](=[O:34])[CH:32]=[CH2:33])[CH:25]=[CH:24][CH:29]=2)[N:69]=1. Procedure: As an example, N-(3-(6-((3-fluoro-4-morpholinophenyl)amino)-1H-pyrazolo[3,4-d]pyrimidin-4-yl)phenyl)acrylamide can be prepared according to Route II. Beginning with 4,6-dichloro-1H-pyrazolo[3,4-d]pyrimidine, protection can be accomplished by reaction with 3,4-dihydro-2H-pyran in the presence of p-TsOH in a suitable solvent such as a solution of THF and methylene chloride. The reaction is carried out for a suitable period of time, e.g. about 8-18 hr, at a suitable temperature, e.g. about 15-30° C... Reactants: BrCc1ccccc1, CN(C)C=O, CCOC(C)=O, [H-], [Na+], CC(C)(C)OC(=O)N1CCC(CO)CC1. Yields the product CC(C)(C)OC(=O)N1CCC(COCc2ccccc2)CC1. As a reaction SMILES: [Br:23][CH2:24][c:25]1[cH:26][cH:27][cH:28][cH:29][cH:30]1.[CH3:1][N:2]([CH3:3])[CH:4]=[O:5].[CH3:31][CH2:32][O:33][C:34](=[O:35])[CH3:36].[H-:21].[Na+:22].[OH:6][CH2:7][CH:8]1[CH2:9][CH2:10][N:11]([C:14](=[O:15])[O:16][C:17]([CH3:18])([CH3:19])[CH3:20])[CH2:12][CH2:13]1>>[O:6]([CH2:7][CH:8]1[CH2:9][CH2:10][N:11]([C:14](=[O:15])[O:16][C:17]([CH3:18])([CH3:19])[CH3:20])[CH2:12][CH2:13]1)[CH2:24][c:25]1[cH:26][cH:27][cH:28][cH:29][cH:30]1.